Dataset: the Open Reaction Database (ORD), a public repository of structured organic reaction records. Task: describe an organic reaction: reactants, conditions, products, and yield The reactants are [Ba+2], COC(=O)COc1c(C(=O)N2CCOCC2)sc(-c2cccc(NC3CCN(S(=O)(=O)Cc4ccccc4)CC3)c2)c1Br, [OH-], [OH-], O, O, O, O, O, O, O, O. Product: O=C(O)COc1c(C(=O)N2CCOCC2)sc(-c2cccc(NC3CCN(S(=O)(=O)Cc4ccccc4)CC3)c2)c1Br. RXN SMILES: [Ba+2:53].[CH3:1][O:2][C:3]([CH2:4][O:5][c:6]1[c:7]([C:35](=[O:36])[N:37]2[CH2:38][CH2:39][O:40][CH2:41][CH2:42]2)[s:8][c:9](-[c:12]2[cH:13][c:14]([NH:18][CH:19]3[CH2:20][CH2:21][N:22]([S:25](=[O:26])(=[O:27])[CH2:28][c:29]4[cH:30][cH:31][cH:32][cH:33][cH:34]4)[CH2:23][CH2:24]3)[cH:15][cH:16][cH:17]2)[c:10]1[Br:11])=[O:43].[OH-:52].[OH-:54].[OH2:44].[OH2:45].[OH2:46].[OH2:47].[OH2:48].[OH2:49].[OH2:50].[OH2:51]>>[O:2]=[C:3]([CH2:4][O:5][c:6]1[c:7]([C:35](=[O:36])[N:37]2[CH2:38][CH2:39][O:40][CH2:41][CH2:42]2)[s:8][c:9](-[c:12]2[cH:13][c:14]([NH:18][CH:19]3[CH2:20][CH2:21][N:22]([S:25](=[O:26])(=[O:27])[CH2:28][c:29]4[cH:30][cH:31][cH:32][cH:33][cH:34]4)[CH2:23][CH2:24]3)[cH:15][cH:16][cH:17]2)[c:10]1[Br:11])[OH:43]. The reactants are hydroxide ion, O=O (O2), NC1=CC=CC=C1 (aniline), CS(=O)C (dimethyl sulfoxide). The solvent is O (water). Product: superoxide, N(=NC1=CC=CC=C1)C1=CC=CC=C1 (azobenzene), OO (hydrogen peroxide). Reaction SMILES: [O:1]=[O:2].[NH2:3][C:4]1[CH:9]=[CH:8][CH:7]=[CH:6][CH:5]=1.CS(C)=O>O>[N:3]([C:4]1[CH:9]=[CH:8][CH:7]=[CH:6][CH:5]=1)=[N:3][C:4]1[CH:9]=[CH:8][CH:7]=[CH:6][CH:5]=1.[OH:1][OH:2]. Procedure details: The excess hydroxide ion (OH-), dissolved dioxygen (O2), and aniline (PhNH2) reacted in the dimethyl sulfoxide solution to form superoxide ion (O2-.), azobenzene (PhN=NPh), hydrogen peroxide (HOOH), and water (H2O). The dioxygen was introduced by bubbling gaseous dioxygen through the solution of other reactants for 20 minutes, and then purging with argon. The reaction yielded concentrations of 1.4 mM of superoxide ion and 2.5 mM of azobenzene. Starting materials: CCOC=C(C(=O)OCC)C(=O)OCC, Cc1ccccc1, CC1COc2c(ccc(F)c2F)N1. The product is CCOC(=O)C(=CN1c2ccc(F)c(F)c2OCC1C)C(=O)OCC. As a reaction SMILES: [CH2:14]([O:15][CH:17]=[C:18]([C:19](=[O:20])[O:21][CH2:22][CH3:23])[C:24](=[O:25])[O:26][CH2:27][CH3:28])[CH3:16].[CH3:29][c:30]1[cH:31][cH:32][cH:33][cH:34][cH:35]1.[F:1][c:2]1[c:3]([F:13])[c:4]2[c:5]([cH:11][cH:12]1)[NH:6][CH:7]([CH3:10])[CH2:8][O:9]2>>[F:1][c:2]1[c:3]([F:13])[c:4]2[c:5]([cH:11][cH:12]1)[N:6]([CH:17]=[C:18]([C:19](=[O:20])[O:21][CH2:22][CH3:23])[C:24](=[O:25])[O:26][CH2:27][CH3:28])[CH:7]([CH3:10])[CH2:8][O:9]2. Starting materials: CC(=O)OO, CC(=O)[CH-]C(C)=O, CCC1CNC1=O, ClCCl, CC(=O)O, CC(=O)[O-], [Na+], [Ru]. Product: CCC1C(=O)NC1OC(C)=O. Reaction SMILES: [C:17]([O:18][OH:19])(=[O:20])[CH3:21].[CH-:26]([C:27](=[O:28])[CH3:29])[C:30](=[O:31])[CH3:32].[CH2:1]([CH3:2])[CH:3]1[C:4](=[O:7])[NH:5][CH2:6]1.[CH2:22]([Cl:23])[Cl:24].[CH3:13][C:14](=[O:15])[OH:16].[CH3:9][C:10]([O-:11])=[O:12].[Na+:8].[Ru:25]>>[CH2:1]([CH3:2])[CH:3]1[C:4](=[O:7])[NH:5][CH:6]1[O:12][C:10]([CH3:9])=[O:11]. The reactants are C(C1=CC=CC=C1)OCCN1CCC(CC1)CCCCN (4-[1-(2-Benzyloxyethyl)piperidin-4-yl]butylamine). Reagents/catalysts: [Pd] (palladium on carbon). The solvent is CO (methanol). Run at time 8 hour. Product: NCCCCC1CCN(CC1)CCO (2-[4-(4-Aminobutyl)piperidin-1-yl]ethanol). Isolated yield 90.1%. RXN SMILES: C([O:8][CH2:9][CH2:10][N:11]1[CH2:16][CH2:15][CH:14]([CH2:17][CH2:18][CH2:19][CH2:20][NH2:21])[CH2:13][CH2:12]1)C1C=CC=CC=1>[Pd].CO>[NH2:21][CH2:20][CH2:19][CH2:18][CH2:17][CH:14]1[CH2:15][CH2:16][N:11]([CH2:10][CH2:9][OH:8])[CH2:12][CH2:13]1. Procedure details: A suspension of 5a (0.3 g, 1.03 mmol) and catalyst (10% palladium on carbon, 0.8 g, 50% wet) in methanol (25 mL) was placed in a Parr shaker bottle. The system was vacuumed and flushed with nitrogen. The procedure was repeated three times. The mixture was then shaken at room temperature overnight under 40 psi hydrogen atmosphere. The system was then vacuumed again and flushed with nitrogen. The procedure was repeated three times. The catalyst was filtered under vacuum and washed with methanol (2... Reactants: CC1=CC(=NO1)C(C)(C#C)O (2-(5-methylisoxazol-3-yl)but-3-yn-2-ol), BrC1=CC=C2OCCN3C=C(N=C3C2=C1)C(=O)N (13-bromo-9-oxa-3,6-diazatricyclo[8.4.0.02,6]tetradeca-1(14),2,4,10,12-pentaene-4-carboxamide). Reagents/catalysts: Cl[Pd]([P](C1=CC=CC=C1)(C2=CC=CC=C2)C3=CC=CC=C3)([P](C4=CC=CC=C4)(C5=CC=CC=C5)C6=CC=CC=C6)Cl (Pd(PPh3)2Cl2). Run in C(C)N(CC)CC (triethylamine), CS(=O)C (DMSO). Run at time 60 minute. The product is O[C@](C#CC=1C=CC2=C(C3=NC(=CN3CCO2)C(=O)N)C1)(C)C1=NOC(=C1)C (9-[(S)-3-Hydroxy-3-(5-methyl-isoxazol-3-yl)-but-1-ynyl]-4,5-dihydro-6-oxa-1,3a-diaza-benzo[e]azulene-2-carboxylic acid amide). Reaction SMILES: [CH3:1][C:2]1[O:6][N:5]=[C:4]([C:7]([OH:11])([C:9]#[CH:10])[CH3:8])[CH:3]=1.Br[C:13]1[CH:26]=[C:25]2[C:16]([O:17][CH2:18][CH2:19][N:20]3[C:24]2=[N:23][C:22]([C:27]([NH2:29])=[O:28])=[CH:21]3)=[CH:15][CH:14]=1>CS(C)=O.C(N(CC)CC)C.Cl[Pd](Cl)([P](C1C=CC=CC=1)(C1C=CC=CC=1)C1C=CC=CC=1)[P](C1C=CC=CC=1)(C1C=CC=CC=1)C1C=CC=CC=1>[OH:11][C@@:7]([C:4]1[CH:3]=[C:2]([CH3:1])[O:6][N:5]=1)([CH3:8])[C:9]#[C:10][C:13]1[CH:14]=[CH:15][C:16]2[O:17][CH2:18][CH2:19][N:20]3[C:24](=[N:23][C:22]([C:27]([NH2:29])=[O:28])=[CH:21]3)[C:25]=2[CH:26]=1 |^1:43,62|. Procedure: The title compound was prepared according to a procedure similar to that described in Procedure G Into a 8-mL sealed tube purged and maintained with an inert atmosphere of nitrogen, was placed 2-(5-methylisoxazol-3-yl)but-3-yn-2-ol (515 mg, 3.41 mmol, 3.50 equiv), 13-bromo-9-oxa-3,6-diazatricyclo[8.4.0.02,6]tetradeca-1(14),2,4,10,12-pentaene-4-carboxamide (300 mg, 0.97 mmol, 1 equiv) and Pd(PPh3)2Cl2 (205 mg, 0.29 mmol, 0.3 equiv) in DMSO (2 mL) and triethylamine (2 mL). The final reaction mixtu... Reactants: NCCNCCN (diethylenetriamine), [OH-].[Na+] (NaOH), ClC1=NC(=NC(=N1)N(C1CC(NC(C1)(C)C)(C)C)CCCC)N1C(CC(CC1(C)C)OCCCCCC)(C)C (2-Chloro-4-[N-(2,2,6,6-tetramethyl-4piperidyl)-n-butylamino]-6-(2,2,6,6-tetramethyl-4-hexyloxypiperidin-1yl)-1,3,5-triazine). Solvent: C1(=CC=CC=C1)C (toluene), O (water). Conditions: time 14 hour. The product is CC1(N(C(CC(C1)OCCCCCC)(C)C)C1=NC(=NC(=N1)N(C1CC(NC(C1)(C)C)(C)C)CCCC)NCCN(CCNC1=NC(=NC(=N1)N1C(CC(CC1(C)C)OCCCCCC)(C)C)N(C1CC(NC(C1)(C)C)(C)C)CCCC)C1=NC(=NC(=N1)N1C(CC(CC1(C)C)OCCCCCC)(C)C)N(C1CC(NC(C1)(C)C)(C)C)CCCC)C (N,N',N"-Tris{2-(2,2,6,6-tetramethyl-4-hexyloxypiperidin-1-yl)-4-[N-(2,2,6,6-tetramethylpiperidin-4-yl)-butylamino]-1,3,5-triazin-6-yl}-diethylenetriamine). As a reaction SMILES: [NH2:1][CH2:2][CH2:3][NH:4][CH2:5][CH2:6][NH2:7].[OH-:8].[Na+].Cl[C:11]1[N:16]=[C:15]([N:17]([CH2:28][CH2:29][CH2:30][CH3:31])[CH:18]2[CH2:23][C:22]([CH3:25])([CH3:24])[NH:21][C:20]([CH3:27])([CH3:26])[CH2:19]2)[N:14]=[C:13]([N:32]2[C:37]([CH3:39])([CH3:38])[CH2:36][CH:35]([O:40][CH2:41][CH2:42][CH2:43][CH2:44][CH2:45][CH3:46])[CH2:34][C:33]2([CH3:48])[CH3:47])[N:12]=1>O.C1(C)C=CC=CC=1>[CH3:48][C:33]1([CH3:47])[CH2:34][CH:35]([O:8][CH2:46][CH2:45][CH2:44][CH2:43][CH2:42][CH3:41])[CH2:36][C:37]([CH3:38])([CH3:39])[N:32]1[C:13]1[N:14]=[C:15]([N:17]([CH2:28][CH2:29][CH2:30][CH3:31])[CH:18]2[CH2:23][C:22]([CH3:25])([CH3:24])[NH:21][C:20]([CH3:27])([CH3:26])[CH2:19]2)[N:16]=[C:11]([NH:1][CH2:2][CH2:3][N:4]([C:11]2[N:12]=[C:13]([N:32]3[C:33]([CH3:47])([CH3:48])[CH2:34][CH:35]([O:40][CH2:41][CH2:42][CH2:43][CH2:44][CH2:45][CH3:46])[CH2:36][C:37]3([CH3:39])[CH3:38])[N:14]=[C:15]([N:17]([CH2:28][CH2:29][CH2:30][CH3:31])[CH:18]3[CH2:19][C:20]([CH3:27])([CH3:26])[NH:21][C:22]([CH3:25])([CH3:24])[CH2:23]3)[N:16]=2)[CH2:5][CH2:6][NH:7][C:11]2[N:12]=[C:13]([N:32]3[C:33]([CH3:48])([CH3:47])[CH2:34][CH:35]([O:40][CH2:41][CH2:42][CH2:43][CH2:44][CH2:45][CH3:46])[CH2:36][C:37]3([CH3:38])[CH3:39])[N:14]=[C:15]([N:17]([CH2:28][CH2:29][CH2:30][CH3:31])[CH:18]3[CH2:23][C:22]([CH3:25])([CH3:24])[NH:21][C:20]([CH3:27])([CH3:26])[CH2:19]3)[N:16]=2)[N:12]=1 |f:1.2|. Procedure details: 0.71 ml of diethylenetriamine and 0.9 g of NaOH, dissolved in 3 ml of water, are added to 10.6 g of the monochloro derivative from Example 70, dissolved in 50 ml of toluene. After warming to 100°, the solvent begins to distill off. A further 50 ml of toluene and 1 g of polyethylene glycol 1000 and 0.9 g of NaOH are added and the mixture is heated with stirring for 14 h under reflux. After cooling, the reaction mixture is diluted using 100 ml of ethyl acetate and the solution is washed four times... Starting materials: C([O-])([O-])=O.[K+].[K+] (potassium carbonate), Cl.N[C@H](C(=O)OC)CC1CCCCC1 (Methyl 2(S)-amino-3-cyclohexylpropionate hydrochloride), C(C1=CC=CC=C1)Br (benzyl bromide). Solvent: CN(C=O)C (N,N-dimethylformamide). Reaction conditions: temperature 50 celsius. Product: C(C1=CC=CC=C1)N(CC1=CC=CC=C1)[C@H](C(=O)OC)CC1CCCCC1 (methyl 2(S)-(N,N-dibenzylamino)-3-cyclohexylpropionate). The yield is 165.5%. Reaction SMILES: Cl.[NH2:2][C@@H:3]([CH2:8][CH:9]1[CH2:14][CH2:13][CH2:12][CH2:11][CH2:10]1)[C:4]([O:6][CH3:7])=[O:5].C(=O)([O-])[O-].[K+].[K+].[CH2:21](Br)[C:22]1[CH:27]=[CH:26][CH:25]=[CH:24][CH:23]=1>CN(C)C=O>[CH2:21]([N:2]([C@@H:3]([CH2:8][CH:9]1[CH2:14][CH2:13][CH2:12][CH2:11][CH2:10]1)[C:4]([O:6][CH3:7])=[O:5])[CH2:8][C:9]1[CH:14]=[CH:13][CH:12]=[CH:11][CH:10]=1)[C:22]1[CH:27]=[CH:26][CH:25]=[CH:24][CH:23]=1 |f:0.1,2.3.4|. Procedure: Methyl 2(S)-amino-3-cyclohexylpropionate hydrochloride (150 g) was dissolved in N,N-dimethylformamide (1200 ml). Thereto was added pulverized potassium carbonate (330.7 g), and benzyl bromide (254.6 g) was dropwise added to the obtained suspension while stirring. After the dropwise addition, the inner temperature was raised to 50° C., and the reaction mixture was stirred at said temperature for 9 hours. The reaction mixture was cooled and filtered. Water (600 ml) and diisopropyl ether (600 ml) w...